This data is from the Open Reaction Database (ORD), a public repository of structured organic reaction records. The task is: describe an organic reaction: reactants, conditions, products, and yield Product: [Si](C)(C)(C(C)(C)C)N1C(C[C@H]1C#C)=O ((S)-N-tert-butyldimethylsilyl-4-ethynyl-2-azetidinone). Yield: 56.0%. RXN SMILES: [Si:1]([N:8]1[C@H:11]([CH:12]=[C:13](Br)Br)[CH2:10][C:9]1=[O:16])([C:4]([CH3:7])([CH3:6])[CH3:5])([CH3:3])[CH3:2].C[Si]([N-][Si](C)(C)C)(C)C.[Li+].[NH4+].[Cl-]>>[Si:1]([N:8]1[C@H:11]([C:12]#[CH:13])[CH2:10][C:9]1=[O:16])([C:4]([CH3:7])([CH3:6])[CH3:5])([CH3:3])[CH3:2] |f:1.2,3.4|. The reactants are [Si](C)(C)(C(C)(C)C)N1C(C[C@H]1C=C(Br)Br)=O ((s)-N-tert-butyldimethylsilyl-4 (2,2-dibromoethenyl)-2-azetidinone), C[Si](C)(C)[N-][Si](C)(C)C.[Li+] (lithium bis(trimethylsilyl)amide), [NH4+].[Cl-] (NH4Cl). Reported procedure: To a solution of (s)-N-tert-butyldimethylsilyl-4 (2,2-dibromoethenyl)-2-azetidinone (0.63 g) was added lithium bis(trimethylsilyl)amide (3.75 ml, 1 mol solution in n-hexane) at −75° C. After stirring at −75° C. for 1 hour, a saturated aqueous NH4Cl solution was added and extracted with ethyl acetate. The extract was washed with water and brine, dried over MgSO4, and evaporated in vacuo. The residue was purified by chromatography on silica gel eluting with (diethyl ether:n-hexane=1:5) to give (S)... Reaction conditions: temperature -75 celsius, time 1 hour. The reactants are C(C1=CC=CC=C1)OC=1C=C(C=CC1)S(=O)(=O)Cl (3-benzyloxyphenylsulfonyl chloride), C(C)(C)N(C(C)C)CC (N,N-diisopropylethylamine), C(C)(C)(C)OC(=O)N[C@H]1CNCC1 ((R)-3-(tert-butoxycarbonylamino)pyrrolidine). Solvent: C(Cl)Cl (CH2Cl2). Run at time 4 hour. The product is C(C1=CC=CC=C1)OC=1C=C(C=CC1)S(=O)(=O)N1C[C@@H](CC1)NC(=O)OC(C)(C)C ((R)-1-(3-Benzyloxyphenylsulfonyl)-3-(tert-butoxycarbonylamino) pyrrolidine). As a reaction SMILES: [CH2:1]([O:8][C:9]1[CH:10]=[C:11]([S:15](Cl)(=[O:17])=[O:16])[CH:12]=[CH:13][CH:14]=1)[C:2]1[CH:7]=[CH:6][CH:5]=[CH:4][CH:3]=1.C(N(CC)C(C)C)(C)C.[C:28]([O:32][C:33]([NH:35][C@@H:36]1[CH2:40][CH2:39][NH:38][CH2:37]1)=[O:34])([CH3:31])([CH3:30])[CH3:29]>C(Cl)Cl>[CH2:1]([O:8][C:9]1[CH:10]=[C:11]([S:15]([N:38]2[CH2:39][CH2:40][C@@H:36]([NH:35][C:33]([O:32][C:28]([CH3:31])([CH3:30])[CH3:29])=[O:34])[CH2:37]2)(=[O:17])=[O:16])[CH:12]=[CH:13][CH:14]=1)[C:2]1[CH:7]=[CH:6][CH:5]=[CH:4][CH:3]=1. Procedure: To a stirred solution of 3-benzyloxyphenylsulfonyl chloride, as described above in Step C, (1.8 g, 7.2 mmol) in CH2Cl2 (50 mL) was added N,N-diisopropylethylamine (1.8 mL, 10.3 mmol) followed by (R)-3-(tert-butoxycarbonylamino)pyrrolidine (1.77 g, 9.5 mmol) and the reaction mixture was stirred at ambient temperature for 4 hours. The mixture was washed with 10% aqueous citric acid (75 mL), then water (50 mL), then saturated aqueous NaHCO3 (50 mL). The organic layer was dried over MgSO4, filtered,... Reactants: Cl.Cl.NCCON (O-(2-aminoethyl)hydroxylamine dihydrochloride), N1=CC=CC=C1 (pyridine), FC(C1=CC=C(C=C1)C(CCCCCCNC(=O)C=1N=C(N(C1CC)C1=CC=C(C=C1)Cl)C1=C(C=CC=C1)Cl)=O)(F)F (2-(2-chlorophenyl)-1-(4-chlorophenyl)-5-ethyl-1H-imidazole-4-carboxylic acid {7-[4-(trifluoromethyl)phenyl]-7-oxo-heptyl}amide). The solvent is C(C)O (ethanol). The product is NCCON=C(CCCCCCNC(=O)C=1N=C(N(C1CC)C1=CC=C(C=C1)Cl)C1=C(C=CC=C1)Cl)C1=CC=C(C=C1)C(F)(F)F (2-(2-chlorophenyl)-1-(4-chlorophenyl)-5-ethyl-1 H-imidazole-4-carboxylic acid [7-(2-amino-ethoxyimino)-7-[4-(trifluoromethyl)phenyl] heptyl]-amide). The yield is 106.8%. Reaction SMILES: [F:1][C:2]([F:42])([F:41])[C:3]1[CH:8]=[CH:7][C:6]([C:9](=O)[CH2:10][CH2:11][CH2:12][CH2:13][CH2:14][CH2:15][NH:16][C:17]([C:19]2[N:20]=[C:21]([C:33]3[CH:38]=[CH:37][CH:36]=[CH:35][C:34]=3[Cl:39])[N:22]([C:26]3[CH:31]=[CH:30][C:29]([Cl:32])=[CH:28][CH:27]=3)[C:23]=2[CH2:24][CH3:25])=[O:18])=[CH:5][CH:4]=1.Cl.Cl.[NH2:45][CH2:46][CH2:47][O:48][NH2:49].N1C=CC=CC=1>C(O)C>[NH2:45][CH2:46][CH2:47][O:48][N:49]=[C:9]([C:6]1[CH:7]=[CH:8][C:3]([C:2]([F:41])([F:1])[F:42])=[CH:4][CH:5]=1)[CH2:10][CH2:11][CH2:12][CH2:13][CH2:14][CH2:15][NH:16][C:17]([C:19]1[N:20]=[C:21]([C:33]2[CH:38]=[CH:37][CH:36]=[CH:35][C:34]=2[Cl:39])[N:22]([C:26]2[CH:27]=[CH:28][C:29]([Cl:32])=[CH:30][CH:31]=2)[C:23]=1[CH2:24][CH3:25])=[O:18] |f:1.2.3|. Reported procedure: Part C: 2-(2-chlorophenyl)-1-(4-chlorophenyl)-5-ethyl-1H-imidazole-4-carboxylic acid {7-[4-(trifluoromethyl)phenyl]-7-oxo-heptyl}amide (1.15 g, 1.86 mmol) was dissolved in absolute ethanol (10 ml), and O-(2-aminoethyl)hydroxylamine dihydrochloride (0.276 mg, 1.865 mol) and pyridine (0.18 ml) were successively added. The resulting mixture was stirred at reflux temperature for 20 hours. The mixture was allowed to attain room temperature. After removal of the solvent in vacuo, the residue was disso... Reactants: CCCCC(=O)Cl, CO, ClCCl, Cl, NCCCNc1ncc(C(=O)c2ccccc2)s1. Product: CCCCC(=O)NCCCNc1ncc(C(=O)c2ccccc2)s1. As a reaction SMILES: [C:20]([CH2:21][CH2:22][CH2:23][CH3:24])(=[O:25])[Cl:26].[CH3:30][OH:31].[Cl:27][CH2:28][Cl:29].[ClH:1].[NH2:2][CH2:3][CH2:4][CH2:5][NH:6][c:7]1[s:8][c:9]([C:12](=[O:13])[c:14]2[cH:15][cH:16][cH:17][cH:18][cH:19]2)[cH:10][n:11]1>>[NH:2]([CH2:3][CH2:4][CH2:5][NH:6][c:7]1[s:8][c:9]([C:12](=[O:13])[c:14]2[cH:15][cH:16][cH:17][cH:18][cH:19]2)[cH:10][n:11]1)[C:20]([CH2:21][CH2:22][CH2:23][CH3:24])=[O:25]. Starting materials: 10, [H][H] (hydrogen), CC1C(=O)OCC1 (2-methyl-γ-butyrolactone), C1(=CC(=CC=C1)C)C (m-xylene), 30, stainless steel, [H][H] (hydrogen). Reagents/catalysts: [Cu].[Cr](=O)([O-])[O-] (copper chromite). Run in CO (methanol). Yields the product CC1COCC1 (3-methyltetrahydrofuran), CC1C(=O)OCC1 (2-methyl-γ-butyro-lactone), C(C(C)C)(=O)OC (methyl isobutyrate). Isolated yield 0.5%. As a reaction SMILES: [H][H].[CH3:3][CH:4]1[CH2:9][CH2:8][O:7][C:5]1=[O:6].C1(C)C=CC=C(C)C=1>[Cu].[Cr]([O-])([O-])=O.CO>[CH3:3][CH:4]1[CH2:9][CH2:8][O:7][CH2:5]1.[CH3:3][CH:4]1[CH2:9][CH2:8][O:7][C:5]1=[O:6].[C:5]([O:7][CH3:8])(=[O:6])[CH:4]([CH3:9])[CH3:3] |f:3.4|. Procedure: A stainless steel-made tubular reactor to be used as a hydrogenation reactor having an inside diameter of 15 mm and a length of 300 mm was packed inside with 10 g of copper-chromite as the catalyst roughly uniformized in particle size of 10 to 20 mesh (produced by Nissan Girdler Catalyst Co.,Ltd. under the trade name: G-99C in the form of pellets). Subsequently, a catalyst reduction was carried out at 150 to 200° C. by passing through the reactor, hydrogen gas diluted with nitrogen to 0.5 to 5% ... Reactants: COc1c2occc2c(S(=O)(=O)C(F)(F)F)c2c(=O)cc(C)oc12, [Li]C, [Cu]I, Cl[Pd]Cl, c1ccc(P(c2ccccc2)c2ccccc2)cc1, c1ccc(P(c2ccccc2)c2ccccc2)cc1. The product is COc1c2occc2c(C)c2c(=O)cc(C)oc12. As a reaction SMILES: [CH3:1][O:2][c:3]1[c:4]2[c:5]([c:6]([S:15]([C:16]([F:17])([F:18])[F:19])(=[O:20])=[O:21])[c:7]3[c:8](=[O:14])[cH:9][c:10]([CH3:13])[o:11][c:12]13)[cH:22][cH:23][o:24]2.[CH3:25][Li:26].[Cu:27][I:28].[Pd:29]([Cl:30])[Cl:31].[c:32]1([P:33]([c:34]2[cH:35][cH:36][cH:37][cH:38][cH:39]2)[c:40]2[cH:41][cH:42][cH:43][cH:44][cH:45]2)[cH:46][cH:47][cH:48][cH:49][cH:50]1.[c:51]1([P:52]([c:53]2[cH:54][cH:55][cH:56][cH:57][cH:58]2)[c:59]2[cH:60][cH:61][cH:62][cH:63][cH:64]2)[cH:65][cH:66][cH:67][cH:68][cH:69]1>>[CH3:1][O:2][c:3]1[c:4]2[c:5]([c:6]([CH3:25])[c:7]3[c:8](=[O:14])[cH:9][c:10]([CH3:13])[o:11][c:12]13)[cH:22][cH:23][o:24]2. Reactants: [BH4-], COc1ccc(C(=O)CN(Cc2ccccc2)Cc2ccccc2)cc1C(N)=O, CCO, [Na+]. The product is COc1ccc(C(O)CN(Cc2ccccc2)Cc2ccccc2)cc1C(N)=O. RXN SMILES: [BH4-:30].[CH2:1]([c:2]1[cH:3][cH:4][cH:5][cH:6][cH:7]1)[N:8]([CH2:9][C:10](=[O:11])[c:12]1[cH:13][cH:14][c:15]([O:21][CH3:22])[c:16]([C:17](=[O:18])[NH2:19])[cH:20]1)[CH2:23][c:24]1[cH:25][cH:26][cH:27][cH:28][cH:29]1.[CH3:32][CH2:33][OH:34].[Na+:31]>>[CH2:1]([c:2]1[cH:3][cH:4][cH:5][cH:6][cH:7]1)[N:8]([CH2:9][CH:10]([OH:11])[c:12]1[cH:13][cH:14][c:15]([O:21][CH3:22])[c:16]([C:17](=[O:18])[NH2:19])[cH:20]1)[CH2:23][c:24]1[cH:25][cH:26][cH:27][cH:28][cH:29]1.